From a dataset of the Open Reaction Database (ORD), a public repository of structured organic reaction records. describe an organic reaction: reactants, conditions, products, and yield Reactants: COC(=O)C1=CC=2C(C3=CC=C(C=C3OC2C=C1)OCCCOC1=C(C=C(C(=C1)O)C(C)=O)CC)=O (6-[3-(4-acetyl-2-ethyl-5-hydroxyphenoxy)propoxy]-9-oxo-9H-xanthene-2-carboxylic acid methyl ester), [OH-].[Na+] (sodium hydroxide), Cl (hydrochloric acid). The solvent is CO.O1CCCC1 (methanol tetrahydrofuran). Conditions: time 24 hour. Yields the product O.[Na+].[Na+].C(C)(=O)C1=CC(=C(OCCCOC=2C=C3OC=4C=CC(=CC4C(C3=CC2)=O)C(=O)[O-])C=C1O)CC.O.O.C(C)(=O)C1=CC(=C(OCCCOC=2C=C3OC=4C=CC(=CC4C(C3=CC2)=O)C(=O)[O-])C=C1O)CC.C(C)(=O)C1=CC(=C(OCCCOC=2C=C3OC=4C=CC(=CC4C(C3=CC2)=O)C(=O)[O-])C=C1O)CC.C(C)(=O)C1=CC(=C(OCCCOC=2C=C3OC=4C=CC(=CC4C(C3=CC2)=O)C(=O)[O-])C=C1O)CC.[Na+].[Na+] (6-[3-(4-Acetyl-2-ethyl-5-hydroxyphenoxy)propoxy]-9-oxo-9H-xanthene-2-carboxylic Acid Disodium Salt Sesquihydrate). Yield: 35.0%. RXN SMILES: C[O:2][C:3]([C:5]1[CH:18]=[CH:17][C:16]2[O:15][C:14]3[C:9](=[CH:10][CH:11]=[C:12]([O:19][CH2:20][CH2:21][CH2:22][O:23][C:24]4[CH:29]=[C:28]([OH:30])[C:27]([C:31](=[O:33])[CH3:32])=[CH:26][C:25]=4[CH2:34][CH3:35])[CH:13]=3)[C:8](=[O:36])[C:7]=2[CH:6]=1)=[O:4].[OH-:37].[Na+:38].Cl>CO.O1CCCC1>[OH2:2].[Na+:38].[Na+:38].[C:31]([C:27]1[C:28]([OH:30])=[CH:29][C:24]([O:23][CH2:22][CH2:21][CH2:20][O:19][C:12]2[CH:13]=[C:14]3[C:9](=[CH:10][CH:11]=2)[C:8](=[O:36])[C:7]2[CH:6]=[C:5]([C:3]([O-:4])=[O:2])[CH:18]=[CH:17][C:16]=2[O:15]3)=[C:25]([CH2:34][CH3:35])[CH:26]=1)(=[O:33])[CH3:32].[OH2:37].[OH2:2].[C:31]([C:27]1[C:28]([OH:30])=[CH:29][C:24]([O:23][CH2:22][CH2:21][CH2:20][O:19][C:12]2[CH:13]=[C:14]3[C:9](=[CH:10][CH:11]=2)[C:8](=[O:36])[C:7]2[CH:6]=[C:5]([C:3]([O-:4])=[O:2])[CH:18]=[CH:17][C:16]=2[O:15]3)=[C:25]([CH2:34][CH3:35])[CH:26]=1)(=[O:33])[CH3:32].[C:31]([C:27]1[C:28]([OH:30])=[CH:29][C:24]([O:23][CH2:22][CH2:21][CH2:20][O:19][C:12]2[CH:13]=[C:14]3[C:9](=[CH:10][CH:11]=2)[C:8](=[O:36])[C:7]2[CH:6]=[C:5]([C:3]([O-:4])=[O:2])[CH:18]=[CH:17][C:16]=2[O:15]3)=[C:25]([CH2:34][CH3:35])[CH:26]=1)(=[O:33])[CH3:32].[C:31]([C:27]1[C:28]([OH:30])=[CH:29][C:24]([O:23][CH2:22][CH2:21][CH2:20][O:19][C:12]2[CH:13]=[C:14]3[C:9](=[CH:10][CH:11]=2)[C:8](=[O:36])[C:7]2[CH:6]=[C:5]([C:3]([O-:4])=[O:2])[CH:18]=[CH:17][C:16]=2[O:15]3)=[C:25]([CH2:34][CH3:35])[CH:26]=1)(=[O:33])[CH3:32].[Na+:38].[Na+:38] |f:1.2,4.5,6.7.8.9.10.11.12.13.14.15.16|. Procedure: A mixture of 6-[3-(4-acetyl-2-ethyl-5-hydroxyphenoxy)propoxy]-9-oxo-9H-xanthene-2-carboxylic acid methyl ester (380 mg) and 5N aqueous sodium hydroxide solution (4 mL) in 1:1 methanol/tetrahydrofuran (20 mL) was stirred at room temperature for 24 hours. The mixture was acidified with aqueous 5N hydrochloric acid solution and the resulting precipitate was collected via vacuum filtration. This material was dissolved in a minimum of aqueous 1N sodium hydroxide solution and purified on MCI HP-20™ re... Reactants: C(C)OC(=O)CC=1N=C(SC1)NC(C(CC1=CC=CC=C1)NC(=O)OC(C)(C)C)=O (N-(4-ethoxycarbonylmethyl-2-thi-azolyl)-3-phenyl-2-(tert-butoxycarbonyl)amino-propanamide), FC(C(=O)O)(F)F (trifluoroacetic acid). Product: C(C)OC(=O)CC=1N=C(SC1)NC(C(CC1=CC=CC=C1)N)=O (N-(4-ethoxycarbonylmethyl-2-thiazolyl)-2-amino-3-phenyl-propanamide). The yield is 93.9%. RXN SMILES: [CH2:1]([O:3][C:4]([CH2:6][C:7]1[N:8]=[C:9]([NH:12][C:13](=[O:30])[CH:14]([NH:22]C(OC(C)(C)C)=O)[CH2:15][C:16]2[CH:21]=[CH:20][CH:19]=[CH:18][CH:17]=2)[S:10][CH:11]=1)=[O:5])[CH3:2].FC(F)(F)C(O)=O>>[CH2:1]([O:3][C:4]([CH2:6][C:7]1[N:8]=[C:9]([NH:12][C:13](=[O:30])[CH:14]([NH2:22])[CH2:15][C:16]2[CH:21]=[CH:20][CH:19]=[CH:18][CH:17]=2)[S:10][CH:11]=1)=[O:5])[CH3:2]. Procedure details: Alternatively, by deprotecting N-(4-ethoxycarbonylmethyl-2-thi-azolyl)-3-phenyl-2-(tert-butoxycarbonyl)amino-propanamide (5 g; 11.5 mmoles), prepared as described in example 1, in the presence of trifluoroacetic acid, N-(4-ethoxycarbonylmethyl-2-thiazolyl)-2-amino-3-phenyl-propanamide (3.6 g; 93.2% yield) having the same above reported spectroscopic characteristics, was obtained. Starting materials: C(C)(C)(C)OC(NC1CCC(CC1)NS(=O)(=O)C)=O ((4-Methanesulfonylamino-cyclohexyl)-carbamic acid tert-butyl ester), FC(C(=O)O)(F)F.ClCCl (trifluoroacetic acid dichloromethane). Product: FC(C(=O)O)(F)F.NC1CCC(CC1)NS(=O)(=O)C (N-(4-Amino-cyclohexyl)-methanesulfonamide; Compound with trifluoro-acetic acid). Procedure: The compound obtained from step A was dissolved in 50% trifluoroacetic acid/dichloromethane and the mixture was stirred at room temperature for 30 minutes. The excess acid was removed under reduced pressure and the residue was triturated with ether to give a white powder, 1.51 g, 90% for two steps. MS(ES) (M+H)+=193. Reaction conditions: time 30 minute. Reaction SMILES: C(OC(=O)[NH:7][CH:8]1[CH2:13][CH2:12][CH:11]([NH:14][S:15]([CH3:18])(=[O:17])=[O:16])[CH2:10][CH2:9]1)(C)(C)C.[F:20][C:21]([F:26])([F:25])[C:22]([OH:24])=[O:23].ClCCl>>[F:20][C:21]([F:26])([F:25])[C:22]([OH:24])=[O:23].[NH2:7][CH:8]1[CH2:13][CH2:12][CH:11]([NH:14][S:15]([CH3:18])(=[O:17])=[O:16])[CH2:10][CH2:9]1 |f:1.2,3.4|. Starting materials: NC1=NC=C(C=C1[N+](=O)[O-])Br (2-amino-5-bromo-3-nitropyridine), O.O.[Sn](Cl)Cl (tin(II) chloride dihydrate), [BH4-].[Na+] (sodium borohydride), C(C)(=O)OCC (ethyl acetate). Run in CC(C)(C)O (2-methyl-2-propanol). Product: BrC=1C=C(C(=NC1)N)N (5-Bromo-2,3-diaminopyridine). Reaction SMILES: [NH2:1][C:2]1[C:7]([N+:8]([O-])=O)=[CH:6][C:5]([Br:11])=[CH:4][N:3]=1.O.O.[Sn](Cl)Cl.[BH4-].[Na+].C(OCC)(=O)C>CC(O)(C)C>[Br:11][C:5]1[CH:6]=[C:7]([NH2:8])[C:2]([NH2:1])=[N:3][CH:4]=1 |f:1.2.3,4.5|. Procedure: A procedure similar to that described in Preparation 42 was repeated, except that 12.0 g of 2-amino-5-bromo-3-nitropyridine (prepared as described in Preparation 56), 62.1 g of tin(II) chloride dihydrate, 1.04 g of sodium borohydride and 300 ml of a 9:1 by volume mixture of ethyl acetate and 2-methyl-2-propanol were used, to give the title compound as a crude product. This crude product was crystallized by trituration with a mixture of ethyl acetate and hexane, to give 7.46 g of the title compou... Starting materials: O=C([O-])[O-], CCOc1c(O)cccc1C=O, N#Cc1ccc(Cl)cc1F, [Cs+], [Cs+], CN(C)C=O, O. Product: CCOc1c(C=O)cccc1Oc1cc(Cl)ccc1C#N. As a reaction SMILES: [C:23](=[O:24])([O-:25])[O-:26].[CH2:11]([CH3:12])[O:13][c:14]1[c:15]([CH:16]=[O:17])[cH:18][cH:19][cH:20][c:21]1[OH:22].[Cl:1][c:2]1[cH:3][c:4]([F:10])[c:5]([C:6]#[N:7])[cH:8][cH:9]1.[Cs+:27].[Cs+:28].[O:30]=[CH:31][N:32]([CH3:33])[CH3:34].[OH2:29]>>[Cl:1][c:2]1[cH:3][c:4]([O:22][c:21]2[c:14]([O:13][CH2:11][CH3:12])[c:15]([CH:16]=[O:17])[cH:18][cH:19][cH:20]2)[c:5]([C:6]#[N:7])[cH:8][cH:9]1. Starting materials: ClC=1N=C2C(=NC(=NC2=NC1N1CCS(CC1)=O)N1CCNCC1)N1CCOCC1 (6-chloro-4-morpholino-7-(1-oxido-thiomorpholino)-2-piperazino-pteridine), C(CC)S (propylmercaptan). Yields the product O1CCN(CC1)C1=NC(=NC2=NC(=C(N=C12)SCCC)N1CCS(CC1)=O)N1CCNCC1 (4-Morpholino-7-(1-oxido-thiomorpholino)-2-piperazino-6-propylthio-pteridine). As a reaction SMILES: Cl[C:2]1[N:3]=[C:4]2[C:9](=[N:10][C:11]=1[N:12]1[CH2:17][CH2:16][S:15](=[O:18])[CH2:14][CH2:13]1)[N:8]=[C:7]([N:19]1[CH2:24][CH2:23][NH:22][CH2:21][CH2:20]1)[N:6]=[C:5]2[N:25]1[CH2:30][CH2:29][O:28][CH2:27][CH2:26]1.[CH2:31]([SH:34])[CH2:32][CH3:33]>>[O:28]1[CH2:29][CH2:30][N:25]([C:5]2[C:4]3[C:9](=[N:10][C:11]([N:12]4[CH2:17][CH2:16][S:15](=[O:18])[CH2:14][CH2:13]4)=[C:2]([S:34][CH2:31][CH2:32][CH3:33])[N:3]=3)[N:8]=[C:7]([N:19]3[CH2:24][CH2:23][NH:22][CH2:21][CH2:20]3)[N:6]=2)[CH2:26][CH2:27]1. Reported procedure: This compound was prepared analogous to Example 2 from 6-chloro-4-morpholino-7-(1-oxido-thiomorpholino)-2-piperazino-pteridine and propylmercaptan. Product: N1=CC=C(C=C1)C=1N=C(C2=C(N1)SC(=C2C)C)NCC2=CC(=C(C=C2)Cl)Cl (2-(pyridin-4-yl)-4-(3,4-dichlorobenzylamino)-5,6-dimethyl-thieno-[2,3-d]-pyrimidine). Reaction SMILES: [Cl:1][C:2]1[CH:3]=[C:4]([CH:7]=[CH:8][C:9]=1[Cl:10])[CH2:5][NH2:6].Cl[C:12]1[C:13]2[C:26]([CH3:27])=[C:25]([CH3:28])[S:24][C:14]=2[N:15]=[C:16]([C:18]2[CH:23]=[CH:22][N:21]=[CH:20][CH:19]=2)[N:17]=1>>[N:21]1[CH:20]=[CH:19][C:18]([C:16]2[N:17]=[C:12]([NH:6][CH2:5][C:4]3[CH:7]=[CH:8][C:9]([Cl:10])=[C:2]([Cl:1])[CH:3]=3)[C:13]3[C:26]([CH3:27])=[C:25]([CH3:28])[S:24][C:14]=3[N:15]=2)=[CH:23][CH:22]=1. The reactants are ClC=1C=C(CN)C=CC1Cl (3,4-dichlorobenzylamine), ClC=1C2=C(N=C(N1)C1=CC=NC=C1)SC(=C2C)C (4-chloro-2-(pyridin-4-yl)-5,6-dimethyl-thieno-[2,3-d]-pyrimidine). Procedure: With the procedure of Example 1, the reaction of 3,4-dichlorobenzylamine with 4-chloro-2-(pyridin-4-yl)-5,6-dimethyl-thieno-[2,3-d]-pyrimidine yields 2-(pyridin-4-yl)-4-(3,4-dichlorobenzylamino)-5,6-dimethyl-thieno-[2,3-d]-pyrimidine.